Dataset: the Open Reaction Database (ORD), a public repository of structured organic reaction records. Task: describe an organic reaction: reactants, conditions, products, and yield Procedure: Intermediate V (62 g, 0.232 mol) and tetrahydropyrrole (82.46 g, 1.16 mol) were added to acetonitrile (620 mL). The mixture was heated under reflux for 8 h. After completion of the reaction, a portion of solvent was evaporated off. The reaction vessel was placed in a cold trap. The reaction was filtered by suction. The filtered cake was washed with ethyl acetate to produce a yellow solid (66.74 g) in a yield of 95.3%. Yield: 95.1%. Reaction SMILES: Cl[CH2:2][CH2:3][CH2:4][O:5][C:6]1[CH:15]=[C:14]2[C:9]([C:10](=[O:16])[CH:11]=[CH:12][NH:13]2)=[CH:8][C:7]=1[O:17][CH3:18].[NH:19]1[CH2:23][CH2:22][CH2:21][CH2:20]1>C(#N)C>[CH3:18][O:17][C:7]1[CH:8]=[C:9]2[C:14](=[CH:15][C:6]=1[O:5][CH2:4][CH2:3][CH2:2][N:19]1[CH2:23][CH2:22][CH2:21][CH2:20]1)[NH:13][CH:12]=[CH:11][C:10]2=[O:16]. Product: COC=1C=C2C(C=CNC2=CC1OCCCN1CCCC1)=O (6-methoxy-7-[3-(1-pyrrolidyl)propyloxy]-4(1H)-quinolinone). Run in C(C)#N (acetonitrile). The reactants are ClCCCOC1=C(C=C2C(C=CNC2=C1)=O)OC (7-(3-chloropropyloxy)-6-methoxy-4(1H)-quinolinone), N1CCCC1 (tetrahydropyrrole). The reactants are C1CCOC1, [Li+], CCOC(=O)c1cn2c(-c3ccc(Cl)cc3Cl)c(CN=[N+]=[N-])c(C)nc2n1, [OH-], O, O. Product: Cc1nc2nc(C(=O)O)cn2c(-c2ccc(Cl)cc2Cl)c1CN=[N+]=[N-]. Reaction SMILES: [CH2:31]1[O:32][CH2:33][CH2:34][CH2:35]1.[Li+:29].[N:1](=[N+:2]=[N-:3])[CH2:4][c:5]1[c:6]([CH3:27])[n:7][c:8]2[n:9]([c:10]1-[c:11]1[c:12]([Cl:18])[cH:13][c:14]([Cl:17])[cH:15][cH:16]1)[cH:19][c:20]([C:22](=[O:23])[O:24][CH2:25][CH3:26])[n:21]2.[OH-:28].[OH2:30].[OH2:36]>>[N:1](=[N+:2]=[N-:3])[CH2:4][c:5]1[c:6]([CH3:27])[n:7][c:8]2[n:9]([c:10]1-[c:11]1[c:12]([Cl:18])[cH:13][c:14]([Cl:17])[cH:15][cH:16]1)[cH:19][c:20]([C:22](=[O:23])[OH:24])[n:21]2. The reactants are O=C(O)c1ccc(Br)o1, COc1cccc(C(Oc2ccc3c(cnn3-c3ccc(F)cc3)c2)C(C)N)c1. Yields the product COc1cccc(C(Oc2ccc3c(cnn3-c3ccc(F)cc3)c2)C(C)NC(=O)c2ccc(Br)o2)c1. Reaction SMILES: [Br:30][c:31]1[cH:32][cH:33][c:34]([C:36](=[O:37])[OH:38])[o:35]1.[F:1][c:2]1[cH:3][cH:4][c:5](-[n:8]2[n:9][cH:10][c:11]3[cH:12][c:13]([O:17][CH:18]([CH:19]([CH3:20])[NH2:21])[c:22]4[cH:23][c:24]([O:28][CH3:29])[cH:25][cH:26][cH:27]4)[cH:14][cH:15][c:16]23)[cH:6][cH:7]1>>[F:1][c:2]1[cH:3][cH:4][c:5](-[n:8]2[n:9][cH:10][c:11]3[cH:12][c:13]([O:17][CH:18]([CH:19]([CH3:20])[NH:21][C:36]([c:34]4[cH:33][cH:32][c:31]([Br:30])[o:35]4)=[O:37])[c:22]4[cH:23][c:24]([O:28][CH3:29])[cH:25][cH:26][cH:27]4)[cH:14][cH:15][c:16]23)[cH:6][cH:7]1. Starting materials: ClC1=CC=C(C=CC(=O)OC)C=C1 (p-chlorocinnamic acid, methyl ester), [N+](=O)([O-])C (nitromethane), CN(C(N(C)C)=N)C (tetramethylguanidine). The solvent is C(C)OCC (ethyl ether), Cl (hydrochloric acid). Reaction conditions: time 72 hour. The product is COC(CC(C[N+](=O)[O-])C1=CC=C(C=C1)Cl)=O (4-nitro-3-(4-chlorophenyl)butanoic acid methyl ester). As a reaction SMILES: [Cl:1][C:2]1[CH:13]=[CH:12][C:5]([CH:6]=[CH:7][C:8]([O:10][CH3:11])=[O:9])=[CH:4][CH:3]=1.[N+:14]([CH3:17])([O-:16])=[O:15].CN(C)C(=N)N(C)C>C(OCC)C.Cl>[CH3:11][O:10][C:8](=[O:9])[CH2:7][CH:6]([C:5]1[CH:4]=[CH:3][C:2]([Cl:1])=[CH:13][CH:12]=1)[CH2:17][N+:14]([O-:16])=[O:15]. Procedure: A mixture of 290 g of p-chlorocinnamic acid, methyl ester, 500 g of nitromethane and 39 g of tetramethylguanidine is allowed to stir for 72 hours. The solution is diluted with ethyl ether and aqueous hydrochloric acid solution (1 N, 1 liter) is added. The organic layer is separated, dried over anhydrous magnesium sulfate, and evaporated to give 4-nitro-3-(4-chlorophenyl)butanoic acid methyl ester. The reactants are [BH3-]C#N, C=O, c1ccc2c(c1)CCN2, CC(=O)O, CO, [Na+]. Yields the product CN1CCc2ccccc21. RXN SMILES: [C:16]([BH3-:17])#[N:18].[CH2:14]=[O:15].[CH2:1]1[CH2:2][c:3]2[cH:4][cH:5][cH:6][cH:7][c:8]2[NH:9]1.[CH3:10][C:11](=[O:12])[OH:13].[CH3:20][OH:21].[Na+:19]>>[CH2:1]1[CH2:2][c:3]2[cH:4][cH:5][cH:6][cH:7][c:8]2[N:9]1[CH3:10]. Run in C(C)(=O)O (acetic acid). The yield is 0.1%. Procedure: To a solution of 1.00 g of 4-acetylamino-2-methyl-5-phenyl-3-pentanone (4.29 mmol) in 20 ml of acetic acid is added 5.00 g of ammonium acetate (64.9 mmol), and the resultant mixture is heated under reflux. One hour later, the reaction mixture is concentrated in vacuo, neutralized with aqueous sodium bicarbonate and extracted with ethyl acetate. The extract is washed with saturated brine, dried over sodium sulfate, filtered and the filtrate is concentrated. The crude product is recrystallized fro... The reactants are C(C)(=O)NC(C(C(C)C)=O)CC1=CC=CC=C1 (4-acetylamino-2-methyl-5-phenyl-3-pentanone), C(C)(=O)[O-].[NH4+] (ammonium acetate), resultant mixture. Reaction SMILES: [C:1]([NH:4][CH:5]([CH2:11][C:12]1[CH:17]=[CH:16][CH:15]=[CH:14][CH:13]=1)[C:6](=O)[CH:7]([CH3:9])[CH3:8])(=O)[CH3:2].C([O-])(=O)C.[NH4+:22]>C(O)(=O)C>[CH2:11]([C:5]1[NH:4][C:1]([CH3:2])=[N:22][C:6]=1[CH:7]([CH3:9])[CH3:8])[C:12]1[CH:17]=[CH:16][CH:15]=[CH:14][CH:13]=1 |f:1.2|. Product: C(C1=CC=CC=C1)C1=C(N=C(N1)C)C(C)C (5-Benzyl-4-isopropyl-2-methylimidazole). The reactants are ClC=1C=C(C(=C(CC=2C(=C(C(=O)OCC=3CS[C@H]4N(C3C(=O)OC(C)(C)C)C(C4NC(COC4=CC=CC=C4)=O)=O)C=CC2)O)C1)O)CC1=C(C=CC=C1)O (tert-Butyl 3-{3-[5-Chloro-2-hydroxy-3-(2-hydroxybenzyl)benzyl]-2-hydroxybenzoyloxymethyl}-7-phenoxyacetamido-3-cephem-4-carboxylate). Run in C(F)(F)(F)C(=O)O (CF3CO2H), C(Cl)Cl (CH2Cl2). The product is ClC=1C=C(C(=C(CC=2C(=C(C(=O)OCC=3CS[C@H]4N(C3C(=O)O)C(C4NC(COC4=CC=CC=C4)=O)=O)C=CC2)O)C1)O)CC1=C(C=CC=C1)O (3-{3-[5-Chloro-2-hydroxy-3-(2-hydroxybenzyl)benzyl]-2-hydroxy-benzoyloxymethyl}-7-phenoxyacetamido-3-cephem-4-carboxylic Acid). Yield: 90.0%. As a reaction SMILES: [Cl:1][C:2]1[CH:3]=[C:4]([CH2:48][C:49]2[CH:54]=[CH:53][CH:52]=[CH:51][C:50]=2[OH:55])[C:5]([OH:47])=[C:6]([CH:46]=1)[CH2:7][C:8]1[C:9]([OH:45])=[C:10]([CH:42]=[CH:43][CH:44]=1)[C:11]([O:13][CH2:14][C:15]1[CH2:16][S:17][C@@H:18]2[CH:29]([NH:30][C:31](=[O:40])[CH2:32][O:33][C:34]3[CH:39]=[CH:38][CH:37]=[CH:36][CH:35]=3)[C:28](=[O:41])[N:19]2[C:20]=1[C:21]([O:23]C(C)(C)C)=[O:22])=[O:12]>C(C(O)=O)(F)(F)F.C(Cl)Cl>[Cl:1][C:2]1[CH:3]=[C:4]([CH2:48][C:49]2[CH:54]=[CH:53][CH:52]=[CH:51][C:50]=2[OH:55])[C:5]([OH:47])=[C:6]([CH:46]=1)[CH2:7][C:8]1[C:9]([OH:45])=[C:10]([CH:42]=[CH:43][CH:44]=1)[C:11]([O:13][CH2:14][C:15]1[CH2:16][S:17][C@@H:18]2[CH:29]([NH:30][C:31](=[O:40])[CH2:32][O:33][C:34]3[CH:39]=[CH:38][CH:37]=[CH:36][CH:35]=3)[C:28](=[O:41])[N:19]2[C:20]=1[C:21]([OH:23])=[O:22])=[O:12]. Procedure: A solution of 17 (3.93 g, 4.99 mmol) in CF3CO2H (35%) in CH2Cl2 (45 mL) was stirred at room temperature for 13 h. The solution was condensed under reduced pressure and then CCL4 (30 mL) was added to the residue and evaporated. The resultant solid was crystallized from a mixture of EtOH and ether (2:1) to afford pure 19 (3.28 g, 4.49 mmol) as a white crystal in 90% yield: mp 196-198° C.; 1H NMR (DMSO-d6/D2O) d 3.60 (br s, 4 H, 2×CH2), 3.68, 3.79 (AB, Jgem=19 Hz, 2 H, CH2S), 4.65 (s, 2 H, OCH2CO),... Starting materials: C1(=CC=CC=C1)S(=O)(=O)CCNCCN1CCOCC1 (N-[2-(phenylsulfonyl)ethyl]-4-morpholineethanamine), C(C)OCC (diethyl ether), C(C)N(CCN)CC (N,N-diethylethylenediamine), C(C(=O)O)(=O)O (oxalic acid). Solvent: O1CCCC1 (tetrahydrofuran), CO (methanol), O1CCCC1 (tetrahydrofuran). Run at time 1 hour. Product: O.C(C(=O)O)(=O)O.C(C)N(CCNC(N(CCS(=O)(=O)C1=CC=CC=C1)CCN1CCOCC1)=O)CC (N'-[2-(Diethylamino)ethyl]-N-[2-(4-morpholinyl)ethyl]-N-[2-(phenylsulfonyl)ethyl]urea oxalate hydrate). The yield is 66.3%. As a reaction SMILES: [CH2:1]([N:3]([CH2:7][CH3:8])[CH2:4][CH2:5][NH2:6])[CH3:2].[C:9]1([S:15]([CH2:18][CH2:19][NH:20][CH2:21][CH2:22][N:23]2[CH2:28][CH2:27][O:26][CH2:25][CH2:24]2)(=[O:17])=[O:16])[CH:14]=[CH:13][CH:12]=[CH:11][CH:10]=1.[C:29]([OH:34])(=[O:33])[C:30]([OH:32])=[O:31].[CH2:35]([O:37]CC)C>O1CCCC1.CO>[OH2:16].[C:29]([OH:34])(=[O:33])[C:30]([OH:32])=[O:31].[CH2:1]([N:3]([CH2:7][CH3:8])[CH2:4][CH2:5][NH:6][C:35](=[O:37])[N:20]([CH2:21][CH2:22][N:23]1[CH2:28][CH2:27][O:26][CH2:25][CH2:24]1)[CH2:19][CH2:18][S:15]([C:9]1[CH:10]=[CH:11][CH:12]=[CH:13][CH:14]=1)(=[O:16])=[O:17])[CH3:2] |f:6.7.8|. Reported procedure: A mixture of 4.70 g (0.029 mole) of 1,1'-carboyldiimidazole and 3.14 g (0.027 mole) of N,N-diethylethylenediamine in 40 ml of tetrahydrofuran was stirred at room temperature for 1 hr. A solution of 7.28 g (0.0244 mole) of N-[2-(phenylsulfonyl)ethyl]-4-morpholineethanamine in 50 ml of tetrahydrofuran was added, and the mixture was refluxed for 16 hr. The solvent was removed in vacuo, and the residue was partitioned between methylene chloride and water. The methylene chloride phase was dried over ... Starting materials: C1CCOC1, Cl, [Li+], [OH-], O, CCOC(=O)c1ccc2nc(-c3ccccc3)sc2c1. Yields the product O=C(O)c1ccc2nc(-c3ccccc3)sc2c1. RXN SMILES: [CH2:24]1[O:25][CH2:26][CH2:27][CH2:28]1.[ClH:23].[Li+:22].[OH-:21].[OH2:29].[c:1]1(-[c:7]2[s:8][c:9]3[c:10]([n:11]2)[cH:12][cH:13][c:14]([C:16](=[O:17])[O:18][CH2:19][CH3:20])[cH:15]3)[cH:2][cH:3][cH:4][cH:5][cH:6]1>>[c:1]1(-[c:7]2[s:8][c:9]3[c:10]([n:11]2)[cH:12][cH:13][c:14]([C:16](=[O:17])[OH:18])[cH:15]3)[cH:2][cH:3][cH:4][cH:5][cH:6]1.